From a dataset of the Open Reaction Database (ORD), a public repository of structured organic reaction records. describe an organic reaction: reactants, conditions, products, and yield Reactants: CCCCCCCCCCC=CCO, ClCCl, O=[Cr](=O)([O-])Cl, c1cc[nH+]cc1. Yields the product CCCCCCCCCCC=CC=O. As a reaction SMILES: [CH2:1]([CH:2]=[CH:3][CH2:4][CH2:5][CH2:6][CH2:7][CH2:8][CH2:9][CH2:10][CH2:11][CH2:12][CH3:13])[OH:14].[CH2:26]([Cl:27])[Cl:28].[O:15]=[Cr:16]([Cl:17])([O-:18])=[O:19].[nH+:20]1[cH:21][cH:22][cH:23][cH:24][cH:25]1>>[CH:1]([CH:2]=[CH:3][CH2:4][CH2:5][CH2:6][CH2:7][CH2:8][CH2:9][CH2:10][CH2:11][CH2:12][CH3:13])=[O:14]. The reactants are C(C(=O)O)(=O)O (oxalic acid), CO.C(Cl)Cl (methanol methylene chloride), C([O-])(O)=O.[Na+] (sodium bicarbonate), 3,3, C1OC23[C@]4(C)[C@@H](CC2(OCCO3)OC1)[C@@H]1CC=C3CCCC[C@@H]3[C@H]1[C@H](C4)C4=CC=C(C=C4)OC (17,17-bis-(ethylenedioxy)-11β-(4-methoxyphenyl)-5-estrene). Run in C(Cl)Cl (methylene chloride). Yields the product C1OC2(CC3=CC[C@H]4[C@@H]5CCC([C@@]5(C)C[C@@H]([C@@H]4[C@H]3CC2)C2=CC=C(C=C2)OC)=O)OC1 (3,3-(ethylenedioxy)-11β-(4-methoxyphenyl)-5-estren-17-one). Reaction SMILES: [C:1]([OH:6])(=O)[C:2](O)=[O:3].C1CO[C:14]23OCCO[C:9]2([C@:10]2([CH2:32][C@H:31]([C:33]4[CH:38]=[CH:37][C:36]([O:39][CH3:40])=[CH:35][CH:34]=4)[C@H:30]4[C@@H:21]([CH2:22][CH:23]=[C:24]5[C@@H:29]4[CH2:28][CH2:27][CH2:26][CH2:25]5)[C@@H:12]2[CH2:13]3)[CH3:11])[O:8]1.CO.C(Cl)Cl.C(=O)(O)[O-].[Na+]>C(Cl)Cl>[CH2:2]1[CH2:1][O:6][C:26]2([CH2:27][CH2:28][C@H:29]3[C:24](=[CH:23][CH2:22][C@@H:21]4[C@@H:30]3[C@@H:31]([C:33]3[CH:34]=[CH:35][C:36]([O:39][CH3:40])=[CH:37][CH:38]=3)[CH2:32][C@@:10]3([CH3:11])[C@H:12]4[CH2:13][CH2:14][C:9]3=[O:8])[CH2:25]2)[O:3]1 |f:2.3,4.5|. Procedure details: 14 g of silica gel is suspended in 30 ml of methylene chloride, mixed with 1.4 ml of saturated oxalic acid solution and stirred for 15 more minutes. 4.67 g (10 mmol) of 3,3;17,17-bis-(ethylenedioxy)-11β-(4-methoxyphenyl)-5-estrene is added to this suspension and the reaction mixture is stirred at room temperature for 4 more hours. Then, it is suctioned off on a frit, the frit residue is rewashed with methanol/methylene chloride and the thus obtained filtrate is shaken out with saturated sodium b... Reactants: C(C)OC(=O)C=1NC=CC1N (3-amino-1H-pyrrole-2-carboxylic acid ethyl ester), N1C(=NC2=C1C=CC=C2)C=O (1H-benzoimidazole-2-carboxaldehyde), [BH3-]C#N.[Na+] (NaCNBH3), CC(=O)O (HOAc). Solvent: CO (methanol). Reaction conditions: time 8 hour. The product is N1C(=NC2=C1C=CC=C2)CNC2=C(NC=C2)C(=O)OCC (Ethyl 3-[(1H-benzimidazol-2-ylmethy)amino]-1H-pyrrole-2-carboxylate). Yield: 81.1%. Reaction SMILES: [CH2:1]([O:3][C:4]([C:6]1[NH:7][CH:8]=[CH:9][C:10]=1[NH2:11])=[O:5])[CH3:2].[NH:12]1[C:16]2[CH:17]=[CH:18][CH:19]=[CH:20][C:15]=2[N:14]=[C:13]1[CH:21]=O.[BH3-]C#N.[Na+].CC(O)=O>CO>[NH:12]1[C:16]2[CH:17]=[CH:18][CH:19]=[CH:20][C:15]=2[N:14]=[C:13]1[CH2:21][NH:11][C:10]1[CH:9]=[CH:8][NH:7][C:6]=1[C:4]([O:3][CH2:1][CH3:2])=[O:5] |f:2.3|. Reported procedure: A reaction mixture of 3-amino-1H-pyrrole-2-carboxylic acid ethyl ester (0.77 g, 4.99 mmol), 1H-benzoimidazole-2-carboxaldehyde (0.88 g, 5.99 mmol), NaCNBH3 (0.31 g, 4.99 mmol) and HOAc (0.57 mL, 9.99 mmol) in methanol (15 mL) was stirred at r.t. overnight. The mixture was then heated at 50° C. for 5 h. Cooled to r.t. and evaporated in vacuo. The residue was dissolved in ethyl acetate and washed with water. The aqueous phase was extracted with ethyl acetate (twice). The combined organic layers we... The reactants are C[Si](C)(C)[N-][Si](C)(C)C, COc1ccc(CNc2nccs2)c(OC)c1, O=S(=O)(Cl)c1ccc(I)cn1, [Li+], C1CCOC1. Yields the product COc1ccc(CN(c2nccs2)S(=O)(=O)c2ccc(I)cn2)c(OC)c1. As a reaction SMILES: [CH3:18][Si:19]([CH3:20])([CH3:21])[N-:22][Si:23]([CH3:24])([CH3:25])[CH3:26].[CH3:1][O:2][c:3]1[c:4]([CH2:5][NH:6][c:7]2[s:8][cH:9][cH:10][n:11]2)[cH:12][cH:13][c:14]([O:16][CH3:17])[cH:15]1.[I:28][c:29]1[cH:30][cH:31][c:32]([S:35](=[O:36])(=[O:37])[Cl:38])[n:33][cH:34]1.[Li+:27].[O:39]1[CH2:40][CH2:41][CH2:42][CH2:43]1>>[CH3:1][O:2][c:3]1[c:4]([CH2:5][N:6]([c:7]2[s:8][cH:9][cH:10][n:11]2)[S:35]([c:32]2[cH:31][cH:30][c:29]([I:28])[cH:34][n:33]2)(=[O:36])=[O:37])[cH:12][cH:13][c:14]([O:16][CH3:17])[cH:15]1. Reactants: FCCCBr, O=C([O-])[O-], CN(C)C=O, Cc1nn(-c2cc(OC(C)C)c(Cl)cc2F)c(=O)[nH]1, [K+], [K+]. Product: Cc1nn(-c2cc(OC(C)C)c(Cl)cc2F)c(=O)n1CCCF. As a reaction SMILES: [Br:20][CH2:21][CH2:22][CH2:23][F:24].[C:25](=[O:26])([O-:27])[O-:28].[CH3:31][N:32]([CH3:33])[CH:34]=[O:35].[Cl:1][c:2]1[cH:3][c:4]([F:19])[c:5](-[n:12]2[n:13][c:14]([CH3:18])[nH:15][c:16]2=[O:17])[cH:6][c:7]1[O:8][CH:9]([CH3:10])[CH3:11].[K+:29].[K+:30]>>[Cl:1][c:2]1[cH:3][c:4]([F:19])[c:5](-[n:12]2[n:13][c:14]([CH3:18])[n:15]([CH2:21][CH2:22][CH2:23][F:24])[c:16]2=[O:17])[cH:6][c:7]1[O:8][CH:9]([CH3:10])[CH3:11]. Reactants: C(C)(C)(C)[Si](C)(C)OC1=CC(=CC=C1)\C(=C\C=C(Br)Br)\CC (tert-butyl-[3-((E)-4,4-dibromo-1-ethylbuta-1,3-dienyl)phenoxy]dimethylsilane), [Cl-].[NH4+] (ammonium chloride), solution, C(CCC)[Li] (butyllithium). Run at temperature -78 celsius, time 2 hour. The product is C(C)(C)(C)[Si](C)(C)OC1=CC(=CC=C1)\C(=C\C#C)\CC (tert-Butyl-[3-((E)-1-ethylbut-1-en-3-ynyl)phenoxy]-dimethylsilane). As a reaction SMILES: [C:1]([Si:5]([O:8][C:9]1[CH:14]=[CH:13][CH:12]=[C:11](/[C:15](/[CH2:21][CH3:22])=[CH:16]/[CH:17]=[C:18](Br)Br)[CH:10]=1)([CH3:7])[CH3:6])([CH3:4])([CH3:3])[CH3:2].C([Li])CCC.[Cl-].[NH4+]>>[C:1]([Si:5]([O:8][C:9]1[CH:14]=[CH:13][CH:12]=[C:11](/[C:15](/[CH2:21][CH3:22])=[CH:16]/[C:17]#[CH:18])[CH:10]=1)([CH3:7])[CH3:6])([CH3:4])([CH3:3])[CH3:2] |f:2.3|. Reported procedure: 3.2 g (7.2 mmol) of tert-butyl-[3-((E)-4,4-dibromo-1-ethylbuta-1,3-dienyl)phenoxy]dimethylsilane are dissolved in 50 ml and the mixture is cooled to −78° C. 5.7 ml (14.4 mmol) of a 2.5 M solution of butyllithium are added and the medium is stirred for 2 hours, then it is treated with a saturated solution of ammonium chloride. The residue is purified by chromatography on a silica column. A yellow oil is obtained (m=1.0 g; Y=49%). Reaction conditions: temperature 0 celsius, time 2 hour. Run in C(C)(=O)OCC (ethyl acetate). Yields the product C(C)(C)(C)OC(=O)N1CC(N(C[C@@H]1CCSC)C1=CC(=CC=C1)Cl)=O ((S)-4-(tert-butoxycarbonyl)-1-(3-chlorophenyl)-5-[2-(methylthio)ethyl]piperazin-2-one). Reported procedure: A solution of the product from Step H (22.0 g, 63.9 mmol) in ethyl acetate (150 mL) was vigorously stirred at 0° C. with saturated sodium bicarbonate (150 mL). Chloroacetyl chloride (5.6 mL, 70.2 mmol) was added dropwise, and the reaction stirred at 0° C. for 2 h. The layers were separated, and the ethyl acetate phase was washed with 10% citric acid and saturated brine, and dried over sodium sulfate. After concentration in vacuo, the resulting crude product (27.6 g) was dissolved in DMF (300 mL)... Reaction SMILES: [C:1]([O:5][C:6]([NH:8][C@@H:9]([CH2:19][CH2:20][S:21][CH3:22])[CH2:10][NH:11][C:12]1[CH:17]=[CH:16][CH:15]=[C:14]([Cl:18])[CH:13]=1)=[O:7])([CH3:4])([CH3:3])[CH3:2].C(=O)(O)[O-].[Na+].Cl[CH2:29][C:30](Cl)=[O:31].C(=O)([O-])[O-].[Cs+].[Cs+]>C(OCC)(=O)C>[C:1]([O:5][C:6]([N:8]1[C@@H:9]([CH2:19][CH2:20][S:21][CH3:22])[CH2:10][N:11]([C:12]2[CH:17]=[CH:16][CH:15]=[C:14]([Cl:18])[CH:13]=2)[C:30](=[O:31])[CH2:29]1)=[O:7])([CH3:4])([CH3:3])[CH3:2] |f:1.2,4.5.6|. Reactants: C([O-])([O-])=O.[Cs+].[Cs+] (Cesium carbonate), C([O-])([O-])=O.[Cs+].[Cs+] (cesium carbonate), C(C)(C)(C)OC(=O)N[C@H](CNC1=CC(=CC=C1)Cl)CCSC ((S)-2-(tert-butoxycarbonylamino)-N-(3-chlorophenyl)-4-(methylthio)butanamine), C([O-])(O)=O.[Na+] (sodium bicarbonate), ClCC(=O)Cl (Chloroacetyl chloride).